describe an organic reaction: reactants, conditions, products, and yield From a dataset of the Open Reaction Database (ORD), a public repository of structured organic reaction records. Starting materials: CC1=NN(C(=C1)C(=O)O)C1=CC=CC=C1 (3-methyl-1-phenyl-1H-pyrazole-5-carboxylic acid), C(C(=O)Cl)(=O)Cl (oxalyl chloride), NC1=CC=C(OC=2C=CC=3N(C2)C=C(N3)NC(=O)C3CC3)C=C1 (N-[6-(4-aminophenoxy)imidazo[1,2-a]pyridin-2-yl]cyclopropanecarboxamide), C(O)([O-])=O.[Na+] (sodium hydrogen carbonate). Solvent: O1CCCC1 (tetrahydrofuran), CN(C=O)C (N,N-dimethylformamide), CN(C(C)=O)C (N,N-dimethylacetamide). Conditions: time 1 hour. Product: C1(CC1)C(=O)NC=1N=C2N(C=C(C=C2)OC2=CC=C(C=C2)NC(=O)C2=CC(=NN2C2=CC=CC=C2)C)C1 (N-[4-({2-[(cyclopropylcarbonyl)amino]imidazo[1,2-a]pyridin-6-yl}oxy)phenyl]-3-methyl-1-phenyl-1H-pyrazole-5-carboxamide). The yield is 43.2%. RXN SMILES: [CH3:1][C:2]1[CH:6]=[C:5]([C:7]([OH:9])=O)[N:4]([C:10]2[CH:15]=[CH:14][CH:13]=[CH:12][CH:11]=2)[N:3]=1.C(Cl)(=O)C(Cl)=O.[NH2:22][C:23]1[CH:44]=[CH:43][C:26]([O:27][C:28]2[CH:29]=[CH:30][C:31]3[N:32]([CH:34]=[C:35]([NH:37][C:38]([CH:40]4[CH2:42][CH2:41]4)=[O:39])[N:36]=3)[CH:33]=2)=[CH:25][CH:24]=1.C(=O)([O-])O.[Na+]>O1CCCC1.CN(C)C(=O)C.CN(C)C=O>[CH:40]1([C:38]([NH:37][C:35]2[N:36]=[C:31]3[CH:30]=[CH:29][C:28]([O:27][C:26]4[CH:25]=[CH:24][C:23]([NH:22][C:7]([C:5]5[N:4]([C:10]6[CH:15]=[CH:14][CH:13]=[CH:12][CH:11]=6)[N:3]=[C:2]([CH3:1])[CH:6]=5)=[O:9])=[CH:44][CH:43]=4)=[CH:33][N:32]3[CH:34]=2)=[O:39])[CH2:41][CH2:42]1 |f:3.4|. Reported procedure: To a solution of 3-methyl-1-phenyl-1H-pyrazole-5-carboxylic acid (197 mg, 973 μmol) in tetrahydrofuran (2 mL) were added oxalyl chloride (80 μL, 973 μmol) and N,N-dimethylformamide under ice-cooling, and the mixture was stirred at room temperature for 1 hr. A solution of N-[6-(4-aminophenoxy)imidazo[1,2-a]pyridin-2-yl]cyclopropanecarboxamide (200 mg, 649 μmol) in N,N-dimethylacetamide (2 mL) was added to the reaction solution, and the mixture was stirred at room temperature for 2 hr. Saturated a... The reactants are C(=O)(O)C=1C=NC2=CC=C3C(=C2C1O)NN=C3 (8-carboxy-9-hydroxy-1H-pyrazolo[3,4-f]quinoline). Run in N1=C(C)C=CC2=CC=CC=C12 (quinaldine). Product: OC1=CC=NC2=CC=C3C(=C12)NN=C3 (9-hydroxy-1H-pyrazolo[3,4-f]quinoline). Yield: 73.6%. Reaction SMILES: C([C:4]1[CH:5]=[N:6][C:7]2[C:12]([C:13]=1[OH:14])=[C:11]1[NH:15][N:16]=[CH:17][C:10]1=[CH:9][CH:8]=2)(O)=O>N1C2C(=CC=CC=2)C=CC=1C>[OH:14][C:13]1[C:12]2[C:7](=[CH:8][CH:9]=[C:10]3[CH:17]=[N:16][NH:15][C:11]3=2)[N:6]=[CH:5][CH:4]=1. Procedure details: A mixture of 8-carboxy-9-hydroxy-1H-pyrazolo[3,4-f]quinoline (5.00 g, 21.8 mmol) and quinaldine (50 ml) were refluxed for 20 hours. After cooling, the precipitate was collected by filtration and washed thoroughly with ether to give 9-hydroxy-1H-pyrazolo[3,4-f]quinoline (2.97 g, 74%). Starting materials: [Cl-].[NH4+].O (Ammonium chloride H2O), [Mg] (magnesium), C1=CC=CC=2C(C3=C(CCC21)C=CC=C3)=O (10,11-dihydro-dibenzo[a,d]cyclohepten-5-one), C1(CC1)Br (cyclopropyl bromide). The solvent is C1CCOC1 (THF). Conditions: temperature 60 celsius. Yields the product C1(CC1)C1(C2=C(CCC3=C1C=CC=C3)C=CC=C2)O (5-Cyclopropyl-10,11-dihydro-5H-dibenzo[a,d]cyclohepten-5-ol). Isolated yield 52.0%. RXN SMILES: [Mg].[CH:2]1(Br)[CH2:4][CH2:3]1.[CH:6]1[C:16]2[CH2:15][CH2:14][C:13]3[CH:17]=[CH:18][CH:19]=[CH:20][C:12]=3[C:11](=[O:21])[C:10]=2[CH:9]=[CH:8][CH:7]=1.[Cl-].[NH4+].O>C1COCC1>[CH:2]1([C:11]2([OH:21])[C:12]3[CH:20]=[CH:19][CH:18]=[CH:17][C:13]=3[CH2:14][CH2:15][C:16]3[CH:6]=[CH:7][CH:8]=[CH:9][C:10]2=3)[CH2:4][CH2:3]1 |f:3.4.5|. Procedure details: In a three neck round bottom flask equipped with stirrer, (0.243 g, 0.009 mol) of magnesium turnings and 2.5 mL of dry THF was added. The reaction was stirred to allow the metal to dissolve. At this point the temperature was raised to 60° C. and cyclopropyl bromide (1.21 g, 0.010 mol) was added dropwise. The reaction mixture was allowed to reflux for 1.5 h at 70° C. and then lowered to 60° C. Then (1.04 g, 0.005 mol) of 10,11-dihydro-dibenzo[a,d]cyclohepten-5-one was added dropwise. Upon additio... Starting materials: C([O-])([O-])=O.[Na+].[Na+] (sodium carbonate), BrC1=CC=C(C=C1)C1(CC1)C(=O)OC(C)(C)C (tert-butyl 1-(4-bromophenyl)cyclopropanecarboxylate), CC1(OB(OC1(C)C)C=1C=NC(=NC1)N)C (5-(4,4,5,5-tetramethyl-1,3,2-dioxaborolan-2-yl)pyrimidin-2-amine). Reagents/catalysts: C=1C=CC(=CC1)[P](C=2C=CC=CC2)(C=3C=CC=CC3)[Pd]([P](C=4C=CC=CC4)(C=5C=CC=CC5)C=6C=CC=CC6)([P](C=7C=CC=CC7)(C=8C=CC=CC8)C=9C=CC=CC9)[P](C=1C=CC=CC1)(C=1C=CC=CC1)C=1C=CC=CC1 (tetrakis(triphenylphosphine)palladium). The solvent is O (water), C1(=CC=CC=C1)C (toluene), C(C)O (ethanol). Conditions: temperature 120 celsius. The product is NC1=NC=C(C=N1)C1=CC=C(C=C1)C1(CC1)C(=O)O (1-[4-(2-aminopyrimidin-5-yl)phenyl]cyclopropanecarboxylic acid). Isolated yield 60.3%. As a reaction SMILES: C(=O)([O-])[O-].[Na+].[Na+].Br[C:8]1[CH:13]=[CH:12][C:11]([C:14]2([C:17]([O:19]C(C)(C)C)=[O:18])[CH2:16][CH2:15]2)=[CH:10][CH:9]=1.CC1(C)C(C)(C)OB([C:32]2[CH:33]=[N:34][C:35]([NH2:38])=[N:36][CH:37]=2)O1>O.C1(C)C=CC=CC=1.C(O)C.C1C=CC([P]([Pd]([P](C2C=CC=CC=2)(C2C=CC=CC=2)C2C=CC=CC=2)([P](C2C=CC=CC=2)(C2C=CC=CC=2)C2C=CC=CC=2)[P](C2C=CC=CC=2)(C2C=CC=CC=2)C2C=CC=CC=2)(C2C=CC=CC=2)C2C=CC=CC=2)=CC=1>[NH2:38][C:35]1[N:36]=[CH:37][C:32]([C:8]2[CH:9]=[CH:10][C:11]([C:14]3([C:17]([OH:19])=[O:18])[CH2:15][CH2:16]3)=[CH:12][CH:13]=2)=[CH:33][N:34]=1 |f:0.1.2,^1:54,56,75,94|. Procedure details: A solution of sodium carbonate (0.56 g, 0.0052 mol) in water (5.0 mL) was added to a mixture of tert-butyl 1-(4-bromophenyl)cyclopropanecarboxylate (0.78 g, 0.0026 mol), 5-(4,4,5,5-tetramethyl-1,3,2-dioxaborolan-2-yl)pyrimidin-2-amine (0.87 g, 0.0039 mol), and tetrakis(triphenylphosphine)palladium (0.2 g, 0.0001 mol) in toluene (10 mL) and ethanol (5 mL). The resulting mixture was heated at 120° C. for 15 min, quenched with water (5 mL), and washed with ether (3×10 mL). The precipitate in the aq... Reactants: CCCCNc1cc(C(=O)OC)ccc1[N+](=O)[O-], CO, [H][H]. Yields the product CCCCNc1cc(C(=O)OC)ccc1N. Reaction SMILES: [CH2:1]([CH2:2][CH2:3][CH3:4])[NH:5][c:6]1[cH:7][c:8]([C:9](=[O:10])[O:11][CH3:12])[cH:13][cH:14][c:15]1[N+:16]([O-:17])=[O:18].[CH3:21][OH:22].[H:19][H:20]>>[CH2:1]([CH2:2][CH2:3][CH3:4])[NH:5][c:6]1[cH:7][c:8]([C:9](=[O:10])[O:11][CH3:12])[cH:13][cH:14][c:15]1[NH2:16]. Conditions: temperature 177 celsius, time 2 hour. The product is C(CC1=CC=CC=C1)N1C(C=2C(C1=O)=CC=CC2)=O (N-phenethyl phthalimide). Procedure: 1,3-Dioxo-2-(1-phenethyl-2,6-dioxopiperidin-3-yl)isoindoline (8) was specifically prepared and isolated as follows. A mixture of N-phthaloyl-DL-glutamic anhydride (300 mg, 1.13 mmol) and phenethylamine (139 mg, 1.13 mmol) was stirred in a 177° C. oil bath for two hours. The reaction mixture was cooled down and purified by column chromatography, first using petroleum ether/dichloromethane (1:5) as an eluent to afford N-phenethyl phthalimide as a pale yellow solid [1H NMR (CDCl3) δ 7.78-7.77 (m, 2... The reactants are O=C1N(C(C2=CC=CC=C12)=O)C1C(N(C(CC1)=O)CCC1=CC=CC=C1)=O (1,3-Dioxo-2-(1-phenethyl-2,6-dioxopiperidin-3-yl)isoindoline), C1CC(=O)OC(=O)C1N2C(=O)C3=CC=CC=C3C2=O (N-phthaloyl-DL-glutamic anhydride), C(CC1=CC=CC=C1)N (phenethylamine). As a reaction SMILES: [O:1]=[C:2]1[C:10]2[C:5](=[CH:6][CH:7]=[CH:8][CH:9]=2)[C:4](=[O:11])[N:3]1[CH:12]1[CH2:17][CH2:16][C:15](=O)N(CCC2C=CC=CC=2)C1=O.[CH2:28]1[CH:35](N2C(=O)C3C(=CC=CC=3)C2=O)C(=O)O[C:30](=O)[CH2:29]1.C(N)CC1C=CC=CC=1>>[CH2:12]([N:3]1[C:4](=[O:11])[C:5]2=[CH:6][CH:7]=[CH:8][CH:9]=[C:10]2[C:2]1=[O:1])[CH2:17][C:16]1[CH:15]=[CH:30][CH:29]=[CH:28][CH:35]=1.